This data is from the Open Reaction Database (ORD), a public repository of structured organic reaction records. The task is: describe an organic reaction: reactants, conditions, products, and yield Starting materials: CCCC1CC(=O)c2c(NC(=O)C(=O)OCC)ccc(C)c21, CO, [Na+], [OH-]. The product is CCCC1CC(=O)c2c(NC(=O)C(=O)O)ccc(C)c21. Reaction SMILES: [CH2:1]([CH3:2])[O:3][C:4]([C:5](=[O:6])[NH:7][c:8]1[c:9]2[c:13]([c:14]([CH3:17])[cH:15][cH:16]1)[CH:12]([CH2:18][CH2:19][CH3:20])[CH2:11][C:10]2=[O:21])=[O:22].[CH3:25][OH:26].[Na+:24].[OH-:23]>>[O:3]=[C:4]([C:5](=[O:6])[NH:7][c:8]1[c:9]2[c:13]([c:14]([CH3:17])[cH:15][cH:16]1)[CH:12]([CH2:18][CH2:19][CH3:20])[CH2:11][C:10]2=[O:21])[OH:22]. The reactants are [Br-], O=CC=CC=Cc1cccc(Br)n1, CCCCCCCC[Mg+], CCOCC, [Cl-], [NH4+]. Yields the product CCCCCCCCC(O)C=CC=Cc1cccc(Br)n1. Reaction SMILES: [Br-:1].[Br:11][c:12]1[cH:13][cH:14][cH:15][c:16]([CH:18]=[CH:19][CH:20]=[CH:21][CH:22]=[O:23])[n:17]1.[CH2:2]([CH2:3][CH2:4][CH2:5][CH2:6][CH2:7][CH2:8][CH3:9])[Mg+:10].[CH3:26][CH2:27][O:28][CH2:29][CH3:30].[Cl-:24].[NH4+:25]>>[CH2:2]([CH2:3][CH2:4][CH2:5][CH2:6][CH2:7][CH2:8][CH3:9])[CH:22]([CH:21]=[CH:20][CH:19]=[CH:18][c:16]1[cH:15][cH:14][cH:13][c:12]([Br:11])[n:17]1)[OH:23]. Product: Cc1csc(NC(=O)N=C2CCCN2Cc2ccccc2)c1. As a reaction SMILES: [CH2:6]([c:7]1[cH:8][cH:9][cH:10][cH:11][cH:12]1)[N:13]1[C:14](=[NH:18])[CH2:15][CH2:16][CH2:17]1.[CH3:19][c:20]1[cH:21][c:22]([N:25]=[C:26]=[O:27])[s:23][cH:24]1.[F:1][B-:2]([F:3])([F:4])[F:5]>>[CH2:6]([c:7]1[cH:8][cH:9][cH:10][cH:11][cH:12]1)[N:13]1[C:14](=[N:18][C:26]([NH:25][c:22]2[cH:21][c:20]([CH3:19])[cH:24][s:23]2)=[O:27])[CH2:15][CH2:16][CH2:17]1. The reactants are N=C1CCCN1Cc1ccccc1, Cc1csc(N=C=O)c1, F[B-](F)(F)F. The reactants are [Li]CCCC, CCCCCC, CCOCC, Cl, Cc1c(F)c(F)cc(F)c1F, O=C=O. Product: Cc1c(F)c(F)c(C(=O)O)c(F)c1F. Reaction SMILES: [CH2:12]([Li:13])[CH2:14][CH2:15][CH3:16].[CH3:21][CH2:22][CH2:23][CH2:24][CH2:25][CH3:26].[CH3:27][CH2:28][O:29][CH2:30][CH3:31].[ClH:20].[F:1][c:2]1[c:3]([CH3:11])[c:4]([F:10])[c:5]([F:9])[cH:6][c:7]1[F:8].[O:17]=[C:18]=[O:19]>>[F:1][c:2]1[c:3]([CH3:11])[c:4]([F:10])[c:5]([F:9])[c:6]([C:18](=[O:17])[OH:19])[c:7]1[F:8]. Starting materials: C=C(CC#CC(C)(C)O)CC#CC(C)(C)O, C=C(CCl)CCl. The product is C=C(CCl)CC#CC(C)(C)O. Reaction SMILES: [CH3:1][C:2]([CH3:3])([C:4]#[C:5][CH2:6][C:7]([CH2:8][C:9]#[C:10][C:11]([CH3:12])([OH:13])[CH3:14])=[CH2:15])[OH:16].[Cl:17][CH2:18][C:19]([CH2:20][Cl:21])=[CH2:22]>>[CH3:1][C:2]([CH3:3])([C:4]#[C:5][CH2:6][C:7]([CH2:8][Cl:17])=[CH2:15])[OH:16]. The reactants are CC1=CNC2=C1C=NC=C2 (3-methyl-1H-pyrrolo[3,2-c]pyridine), CC(C)(C)[O-].[K+] (KOtBu), CN(C)C=O (DMF), O(C(=O)OC(C)(C)C)C(=O)OC(C)(C)C (BOC2O). Run at time 2 hour. The product is CC1=CN(C2=C1C=NC=C2)N (3-methyl-pyrrolo [3,2-c]pyridin-1-yl amine). Isolated yield 35.0%. As a reaction SMILES: [CH3:1][C:2]1[C:6]2[CH:7]=[N:8][CH:9]=[CH:10][C:5]=2[NH:4][CH:3]=1.CC([O-])(C)C.[K+].O(C(OC(C)(C)C)=O)C(OC(C)(C)C)=O.C[N:33](C=O)C>>[CH3:1][C:2]1[C:6]2[CH:7]=[N:8][CH:9]=[CH:10][C:5]=2[N:4]([NH2:33])[CH:3]=1 |f:1.2|. Procedure: A mixture of 3-methyl-1H-pyrrolo[3,2-c]pyridine (1.91 g, 14.47 mmol) and KOtBu (3.25 g, 28.9 mmol) in DMF (65 mL) is purged with N2 and stirred at rt for 2 h. Chloramine in ether (0.15 M, 145 mL) is added and the mixture is stirred for 20 min. The reaction is cooled to 00 C. and a solution of Na2S2O3 (800 mg) in water (130 mL) is added. The mixture is stirred for 10 min at 00 C., and then concentrated in vacuo. The residue is triturated in DCM and filtered. DCM is added to the filtrate, cooled t...